Dataset: the Open Reaction Database (ORD), a public repository of structured organic reaction records. Task: describe an organic reaction: reactants, conditions, products, and yield Starting materials: ClC1=C(C2CO2)C=CC=C1 (2-chlorostyrene oxide), NCCCCCCO (6-amino-1-hexanol). Solvent: C(C)(=O)OCC.CO (ethyl acetate methanol). Yields the product ClC1=C(C=CC=C1)C(CNCCCCCCO)O (1-(2-Chlorophenyl)2-(6-hydroxy-1-hexylamino)ethanol). Yield: 41.0%. Reaction SMILES: [Cl:1][C:2]1[CH:10]=[CH:9][CH:8]=[CH:7][C:3]=1[CH:4]1[O:6][CH2:5]1.[NH2:11][CH2:12][CH2:13][CH2:14][CH2:15][CH2:16][CH2:17][OH:18]>C(OCC)(=O)C.CO>[Cl:1][C:2]1[CH:10]=[CH:9][CH:8]=[CH:7][C:3]=1[CH:4]([OH:6])[CH2:5][NH:11][CH2:12][CH2:13][CH2:14][CH2:15][CH2:16][CH2:17][OH:18] |f:2.3|. Reported procedure: From 2-chlorostyrene oxide and 6-amino-1-hexanol. Working up by means of chromatography (ethyl acetate/methanol 1:1). Yield: 41%. Starting materials: O=C(O)c1cc(Br)cc([N+](=O)[O-])c1, CO, O=S(Cl)Cl. Product: COC(=O)c1cc(Br)cc([N+](=O)[O-])c1. As a reaction SMILES: [Br:1][c:2]1[cH:3][c:4]([C:5](=[O:6])[OH:7])[cH:8][c:9]([N+:11](=[O:12])[O-:13])[cH:10]1.[CH3:18][OH:19].[S:14]([Cl:15])([Cl:16])=[O:17]>>[Br:1][c:2]1[cH:3][c:4]([C:5]([O:6][CH3:18])=[O:7])[cH:8][c:9]([N+:11](=[O:12])[O-:13])[cH:10]1. Starting materials: O=C1N(SC2=C1C=CC=C2)C2=CC=C(C=C2)S(=O)(=O)N (4-(3-oxo-3H-benzo[d]isothiazol-2-yl)benzene sulfonamide), C(C=1C(S)=CC=CC1)(=O)O (thiosalicylic acid). Run in CO (methanol), O1CCCC1 (tetrahydrofuran). The product is S(N)(=O)(=O)C1=CC=C(C=C1)NC(=O)C1=C(C=CC=C1)SSC1=C(C(=O)O)C=CC=C1 (2-[2-(4-Sulfamoylphenylcarbamoyl)phenyldisulfanyl]benzoic acid). Yield: 95.5%. RXN SMILES: [O:1]=[C:2]1[C:6]2[CH:7]=[CH:8][CH:9]=[CH:10][C:5]=2[S:4][N:3]1[C:11]1[CH:16]=[CH:15][C:14]([S:17]([NH2:20])(=[O:19])=[O:18])=[CH:13][CH:12]=1.[C:21]([OH:30])(=[O:29])[C:22]1[C:23](=[CH:25][CH:26]=[CH:27][CH:28]=1)[SH:24]>CO.O1CCCC1>[S:17]([C:14]1[CH:15]=[CH:16][C:11]([NH:3][C:2]([C:6]2[CH:7]=[CH:8][CH:9]=[CH:10][C:5]=2[S:4][S:24][C:23]2[CH:25]=[CH:26][CH:27]=[CH:28][C:22]=2[C:21]([OH:30])=[O:29])=[O:1])=[CH:12][CH:13]=1)(=[O:19])(=[O:18])[NH2:20]. Reported procedure: This compound was prepared according to the method of Example 132 using a suspension of 0.46 g (1.5 mmol) of 4-(3-oxo-3H-benzo[d]isothiazol-2-yl)benzene sulfonamide in a mixture of 15 mL of methanol and 15 mL of tetrahydrofuran, and 0.23 g (1.5 mmol) of thiosalicylic acid. The product was washed with ether and dried in vacuo to give 0.66 g of the title compound, mp 276°-278° C.